This data is from the Open Reaction Database (ORD), a public repository of structured organic reaction records. The task is: describe an organic reaction: reactants, conditions, products, and yield Starting materials: S(=O)(Cl)Cl (Thionyl chloride), CC=1N=C2N(C=3C=CC=NC3N2C2=C(C=C(C=C2C)C)C)C1CO ([2-methyl-8-(2,4,6-trimethyl-phenyl)-8H-1,3a,7,8-tetraaza-cyclopenta[α]inden-3-yl]-methanol). Solvent: C(Cl)Cl (CH2Cl2). Run at time 2 hour. Yields the product ClCC1=C(N=C2N1C=1C=CC=NC1N2C2=C(C=C(C=C2C)C)C)C (3-Chloromethyl-2-methyl-8-(2,4,6-trimethyl-phenyl)-8H-1,3a,7,8-tetraaza-cyclopenta[α]indene), oil. Yield: 100.0%. Reaction SMILES: S(Cl)([Cl:3])=O.[CH3:5][C:6]1[N:7]=[C:8]2[N:16]([C:17]3[C:22]([CH3:23])=[CH:21][C:20]([CH3:24])=[CH:19][C:18]=3[CH3:25])[C:15]3[N:14]=[CH:13][CH:12]=[CH:11][C:10]=3[N:9]2[C:26]=1[CH2:27]O>C(Cl)Cl>[Cl:3][CH2:27][C:26]1[N:9]2[C:10]3[CH:11]=[CH:12][CH:13]=[N:14][C:15]=3[N:16]([C:17]3[C:22]([CH3:23])=[CH:21][C:20]([CH3:24])=[CH:19][C:18]=3[CH3:25])[C:8]2=[N:7][C:6]=1[CH3:5]. Reported procedure: Thionyl chloride (0.164 mL, 2.25 mmol) was added at 0° C. to a solution of [2-methyl-8-(2,4,6-trimethyl-phenyl)-8H-1,3a,7,8-tetraaza-cyclopenta[α]inden-3-yl]-methanol (0.36 g, 1.12 mmol) in CH2Cl2 (10 mL). After 2 h, solvents was removed and the title compound was obtained as a brownish oil (100% yield). Mass spec.: 335.24 (M−Cl+OMe+H)+. Run in CO (methanol), O (water). RXN SMILES: C[O-].[Na+].[C:4]([C:7]1[CH:8]=[CH:9][C:10]([NH:13][C:14](=[O:19])[C:15]([CH3:18])([CH3:17])[CH3:16])=[N:11][CH:12]=1)(=[NH:6])[NH2:5].C[C:21](C)([C:25]([O-])=[O:26])[C:22]([O-])=[O:23].Cl>CO.O>[OH:26][C:25]1[N:6]=[C:4]([C:7]2[CH:8]=[CH:9][C:10]([NH:13][C:14](=[O:19])[C:15]([CH3:16])([CH3:18])[CH3:17])=[N:11][CH:12]=2)[NH:5][C:22](=[O:23])[CH:21]=1 |f:0.1|. The product is OC=1N=C(NC(C1)=O)C=1C=CC(=NC1)NC(C(C)(C)C)=O (N-(5-(4-hydroxy-6-oxo-1,6-dihydropyrimidin-2-yl)pyridin-2-yl)pivalamide). Starting materials: Cl (HCl), C[O-].[Na+] (sodium methoxide), C(N)(=N)C=1C=CC(=NC1)NC(C(C)(C)C)=O (N-(5-carbamimidoylpyridin-2-yl)pivalamide), CC(C(=O)[O-])(C(=O)[O-])C (dimethylmalonate). Reported procedure: A suspension of sodium methoxide (432 mg, 8.0 mmol), N-(5-carbamimidoylpyridin-2-yl)pivalamide (880 mg, 4.0 mmol) and dimethylmalonate (457 μL, 4.0 mmol) in 15 mL methanol is refluxed at 82° C. for 14 hours. The resulting suspension is dissolved in 15 mL water and acidified using 6M HCl. The precipitate is filtered, rinsed with water, air/vacuum dried and used in the next step without further purification. Run at temperature 82 celsius.